Dataset: the Open Reaction Database (ORD), a public repository of structured organic reaction records. Task: describe an organic reaction: reactants, conditions, products, and yield The reactants are C(C)O (ethanol), Cl.C(=O)(O)C1=CC2=C(N=CN2)C=C1 (5-carboxybenzimidazole.hydrochloride). Run in S(O)(O)(=O)=O (sulfuric acid). The product is C(C)OC(=O)C1=CC2=C(N=CN2)C=C1 (5-ethoxycarbonylbenzimidazole). As a reaction SMILES: Cl.[C:2]([C:5]1[CH:13]=[CH:12][C:8]2[N:9]=[CH:10][NH:11][C:7]=2[CH:6]=1)([OH:4])=[O:3].[CH2:14](O)[CH3:15]>S(=O)(=O)(O)O>[CH2:14]([O:3][C:2]([C:5]1[CH:13]=[CH:12][C:8]2[N:9]=[CH:10][NH:11][C:7]=2[CH:6]=1)=[O:4])[CH3:15] |f:0.1|. Procedure details: According to a method similar to that described in Zhur. Obschei Khim., vol. 32, pp 835-41 (1953), 3,4-diaminobenzoic acid was prepared. A formic acid solution (200 ml) of 3,4-diaminobenzoic acid (8 g) thus prepared was refluxed for 4 hrs to yield 5-carboxybenzimidazole.hydrochloride (8.9 g). The carboxylic acid (8.9 g) was refluxed with heating for 3.5 hrs in a mixture of sulfuric acid (4 ml) and absolute ethanol (140 ml) to yield 5-ethoxycarbonylbenzimidazole (mp. 93°-94° C., 7.8 g). An anhydr...